Dataset: the Open Reaction Database (ORD), a public repository of structured organic reaction records. Task: describe an organic reaction: reactants, conditions, products, and yield Reaction conditions: temperature 90 celsius. The reactants are BrC=1C=2N(C=CC1C1=CC=C(C=C1)Cl)C(N(N2)CC=2C(=NC(=CC2)C(F)(F)F)C)=O (8-bromo-7-(4-chlorophenyl)-2-((2-methyl-6-(trifluoromethyl)pyridin-3-yl)methyl)-[1,2,4]triazolo[4,3-a]pyridin-3(2H)-one), COC1=NC=CC(=N1)B(O)O (2-methoxy-4-pyrimidinylboronic acid), [O-]P(=O)([O-])[O-].[K+].[K+].[K+] (K3PO4), C(Cl)Cl (CH2Cl2). Procedure: To a stirring solution of 8-bromo-7-(4-chlorophenyl)-2-((2-methyl-6-(trifluoromethyl)pyridin-3-yl)methyl)-[1,2,4]triazolo[4,3-a]pyridin-3(2H)-one (125 mg, 0.25 mmol) in THF (4 mL) at room temperature under argon was added 2-methoxy-4-pyrimidinylboronic acid (116.0 mg, 0.75 mmol), Pd(dppf)Cl2.CH2Cl2 (23 mg, 0.025 mmol), and K3PO4 (160 mg, 0.75 mmol). The resulting suspension was purged of oxygen by bubbling with argon for 15 min, sealed in a vial under argon, heated at 90° C. for 12 h, and then c... The solvent is C1CCOC1 (THF), CCOC(=O)C (EtOAc). RXN SMILES: Br[C:2]1[C:3]2[N:4]([C:15](=[O:30])[N:16]([CH2:18][C:19]3[C:20]([CH3:29])=[N:21][C:22]([C:25]([F:28])([F:27])[F:26])=[CH:23][CH:24]=3)[N:17]=2)[CH:5]=[CH:6][C:7]=1[C:8]1[CH:13]=[CH:12][C:11]([Cl:14])=[CH:10][CH:9]=1.[CH3:31][O:32][C:33]1[N:38]=[C:37](B(O)O)[CH:36]=[CH:35][N:34]=1.C(Cl)Cl.[O-]P([O-])([O-])=O.[K+].[K+].[K+]>C1COCC1.CCOC(C)=O.C1C=CC(P(C2C=CC=CC=2)[C-]2C=CC=C2)=CC=1.C1C=CC(P(C2C=CC=CC=2)[C-]2C=CC=C2)=CC=1.Cl[Pd]Cl.[Fe+2]>[Cl:14][C:11]1[CH:12]=[CH:13][C:8]([C:7]2[CH:6]=[CH:5][N:4]3[C:15](=[O:30])[N:16]([CH2:18][C:19]4[C:20]([CH3:29])=[N:21][C:22]([C:25]([F:27])([F:28])[F:26])=[CH:23][CH:24]=4)[N:17]=[C:3]3[C:2]=2[C:36]2[CH:35]=[N:34][C:33]([O:32][CH3:31])=[N:38][CH:37]=2)=[CH:9][CH:10]=1 |f:3.4.5.6,9.10.11.12|. The reagents and catalysts are C1=CC=C(C=C1)P([C-]2C=CC=C2)C3=CC=CC=C3.C1=CC=C(C=C1)P([C-]2C=CC=C2)C3=CC=CC=C3.Cl[Pd]Cl.[Fe+2] (Pd(dppf)Cl2). Product: ClC1=CC=C(C=C1)C1=C(C=2N(C=C1)C(N(N2)CC=2C(=NC(=CC2)C(F)(F)F)C)=O)C=2C=NC(=NC2)OC (7-(4-chlorophenyl)-8-(2-methoxypyrimidin-5-yl)-2-((2-methyl-6-(trifluoromethyl)pyridin-3-yl)methyl)-[1,2,4]triazolo[4,3-a]pyridin-3(2H)-one). Reactants: COC1=C(CNC=2N=C(C=C3C2SC=C3)C)C=CC(=C1)OC (N-(2,4-dimethoxybenzyl)-5-methylthieno[2,3-c]pyridin-7-amine). Run in FC(C(=O)O)(F)F (trifluoroacetic acid). The product is CC=1C=C2C(=C(N1)N)SC=C2 (5-methylthieno[2,3-c]pyridin-7-amine). Reaction SMILES: COC1C=C(OC)C=CC=1C[NH:6][C:7]1[N:8]=[C:9]([CH3:16])[CH:10]=[C:11]2[CH:15]=[CH:14][S:13][C:12]=12>FC(F)(F)C(O)=O>[CH3:16][C:9]1[CH:10]=[C:11]2[CH:15]=[CH:14][S:13][C:12]2=[C:7]([NH2:6])[N:8]=1. Reported procedure: A solution of N-(2,4-dimethoxybenzyl)-5-methylthieno[2,3-c]pyridin-7-amine (235 mg, 0.747 mmol) in trifluoroacetic acid (6 mL) was heated to 40° C. for 1 hour. After cooling to room temperature, the reaction mixture was concentrated under reduced pressure. Toluene was added to the flask and the reaction mixture was concentrated under reduced pressure again. The residue was diluted with 10% 2-propanol/chloroform (30 mL), saturated aqueous sodium bicarbonate solution (20 mL), and saturated aqueous... The reactants are COCCCN1N=CC2=CC=C(C=C12)C[C@@H](CO)C(C)C ((R)-2-((1-(3-methoxypropyl)-1H-indazol-6-yl)methyl)-3-methylbutan-1-ol), C1=CC=C(C=C1)P(C2=CC=CC=C2)C3=CC=CC=C3 (Ph3P), C1CC(=O)N(C1=O)Br (NBS). Solvent: C(Cl)Cl (CH2Cl2). Run at time 12 hour. Product: BrC[C@H](CC1=CC=C2C=NN(C2=C1)CCCOC)C(C)C ((R)-6-(2-(bromomethyl)-3-methylbutyl)-1-(3-methoxypropyl)-1H-indazole). Yield: 66.0%. Reaction SMILES: [CH3:1][O:2][CH2:3][CH2:4][CH2:5][N:6]1[C:14]2[C:9](=[CH:10][CH:11]=[C:12]([CH2:15][C@H:16]([CH:19]([CH3:21])[CH3:20])[CH2:17]O)[CH:13]=2)[CH:8]=[N:7]1.C1C=CC(P(C2C=CC=CC=2)C2C=CC=CC=2)=CC=1.C1C(=O)N([Br:48])C(=O)C1>C(Cl)Cl>[Br:48][CH2:17][C@@H:16]([CH:19]([CH3:21])[CH3:20])[CH2:15][C:12]1[CH:13]=[C:14]2[C:9]([CH:8]=[N:7][N:6]2[CH2:5][CH2:4][CH2:3][O:2][CH3:1])=[CH:10][CH:11]=1. Reported procedure: To a solution of (R)-2-((1-(3-methoxypropyl)-1H-indazol-6-yl)methyl)-3-methylbutan-1-ol (100 mg, 0.3 mmol) in dry CH2Cl2 (3 mL) at 0° C., Ph3P (140 mg, 0.6 mmol) and NBS (95 mg, 0.6 mmol) were added in portions. After stirring for 12 h at rt, the mixture was evaporated and the residue was purified by flash chromatography on silica gel to afford (R)-6-(2-(bromomethyl)-3-methylbutyl)-1-(3-methoxypropyl)-1H-indazole (70 mg, 62%). 1H NMR (400 MHz, CDCl3): 1.02 (m, 6H), 1.74 (m, 1H), 1.89 (m, 1H), 2.... The reactants are FC(S(=O)(=O)OC=1C(=C2C=CN(C2=CC1)C(C)CCC)SC)(F)F (4-(methylthio)-1-(pentan-2-yl)-1H-indol-5-yl trifluoromethanesulfonate), OO (hydrogen peroxide). Solvent: C(C)(=O)O (acetic acid). Run at time 8 hour. Yields the product FC(S(=O)(=O)OC=1C(=C2C=CN(C2=CC1)C(C)CCC)S(=O)C)(F)F (4-(methylsulfinyl)-1-(pentan-2-yl)-1H-indol-5-yl trifluoromethanesulfonate). Yield: 97.7%. Reaction SMILES: [F:1][C:2]([F:24])([F:23])[S:3]([O:6][C:7]1[C:8]([S:21][CH3:22])=[C:9]2[C:13](=[CH:14][CH:15]=1)[N:12]([CH:16]([CH2:18][CH2:19][CH3:20])[CH3:17])[CH:11]=[CH:10]2)(=[O:5])=[O:4].[OH:25]O>C(O)(=O)C>[F:24][C:2]([F:1])([F:23])[S:3]([O:6][C:7]1[C:8]([S:21]([CH3:22])=[O:25])=[C:9]2[C:13](=[CH:14][CH:15]=1)[N:12]([CH:16]([CH2:18][CH2:19][CH3:20])[CH3:17])[CH:11]=[CH:10]2)(=[O:5])=[O:4]. Procedure: To a solution of 4-(methylthio)-1-(pentan-2-yl)-1H-indol-5-yltrifluoromethanesulfonate (13) (1.3 g, 3.4 mmol) in acetic acid (CH3COOH, 5.0 mL) at around 5° C. was added hydrogen peroxide (H2O2, 30%, 0.42 ml, 3.7 mmol). The mixture was allowed to warm to room temperature, stirred overnight, and then concentrated to dryness in vacuo to give 4-(methylsulfinyl)-1-(pentan-2-yl)-1H-indol-5-yl trifluoromethanesulfonate (17) (1.32 g, 100%). 1H NMR (500 MHz, CD2Cl2): δ 7.58 (d, J=9.0, 1H), 7.45 (d, J=2.5... Reactants: O=[N+]([O-])c1ccc(Br)cn1, Nc1cc(O)ccc1F. The product is Nc1cc(Oc2ccc([N+](=O)[O-])nc2)ccc1F. Reaction SMILES: [Br:10][c:11]1[cH:12][cH:13][c:14]([N+:17](=[O:18])[O-:19])[n:15][cH:16]1.[NH2:1][c:2]1[cH:3][c:4]([OH:9])[cH:5][cH:6][c:7]1[F:8]>>[NH2:1][c:2]1[cH:3][c:4]([O:9][c:11]2[cH:12][cH:13][c:14]([N+:17](=[O:18])[O-:19])[n:15][cH:16]2)[cH:5][cH:6][c:7]1[F:8]. Starting materials: BrCc1ccccc1, O=[N+]([O-])c1cc(Br)ccc1O, CC(C)=O, [K+], [K+], O=C([O-])[O-]. The product is O=[N+]([O-])c1cc(Br)ccc1OCc1ccccc1. Reaction SMILES: [Br:12][CH2:13][c:14]1[cH:15][cH:16][cH:17][cH:18][cH:19]1.[Br:1][c:2]1[cH:3][c:4]([N+:9](=[O:10])[O-:11])[c:5]([OH:8])[cH:6][cH:7]1.[CH3:26][C:27](=[O:28])[CH3:29].[K+:20].[K+:21].[O-:22][C:23]([O-:24])=[O:25]>>[Br:1][c:2]1[cH:3][c:4]([N+:9](=[O:10])[O-:11])[c:5]([O:8][CH2:13][c:14]2[cH:15][cH:16][cH:17][cH:18][cH:19]2)[cH:6][cH:7]1.